This data is from the Open Reaction Database (ORD), a public repository of structured organic reaction records. The task is: describe an organic reaction: reactants, conditions, products, and yield Reactants: CCOC1=NCCC1, CC(C)C1CC(=O)CC(=O)C1, CC(C)O. The product is CC(C)C1CC(=O)C(=C2CCCN2)C(=O)C1. RXN SMILES: [CH2:1]([O:2][C:4]1=[N:5][CH2:6][CH2:7][CH2:8]1)[CH3:3].[CH3:9][CH:10]([CH3:11])[CH:12]1[CH2:13][C:14](=[O:19])[CH2:15][C:16](=[O:18])[CH2:17]1.[CH:20]([OH:21])([CH3:22])[CH3:23]>>[C:4]1(=[C:15]2[C:14](=[O:19])[CH2:13][CH:12]([CH:10]([CH3:9])[CH3:11])[CH2:17][C:16]2=[O:18])[NH:5][CH2:6][CH2:7][CH2:8]1. Reactants: OO (H2O2), C(CCC)(=O)[O-].[Na+] (sodium butyrate), anti-8-oxo, Cd Cr H2O2, [C@@H]1([C@H](O)[C@H](O)[C@@H](CO)O1)N1C(=O)N=C(N)N=C1 (5-azacytidine), C(C(CO)(CO)N)O.Cl (Tris-HCl). Run at time 40 minute. Yields the product O=C1N([C@H]2C[C@H](O)[C@@H](CO)O2)C2=NC(=NC(C2=N1)=O)N (8-oxo-2′-deoxyguanosine). As a reaction SMILES: OO.[C@@H:3]1([N:12]2[CH:19]=[N:18][C:16]([NH2:17])=[N:15][C:13]2=[O:14])[O:11][C@H:8]([CH2:9][OH:10])[C@@H:6]([OH:7])[C@H:4]1O.[C:20]([O-:25])(=O)CCC.[Na+].C(O)[C:28]([NH2:33])(CO)CO.Cl>>[O:25]=[C:20]1[N:33]=[C:28]2[C:19](=[N:18][C:16]([NH2:17])=[N:15][C:13]2=[O:14])[N:12]1[C@@H:3]1[O:11][C@H:8]([CH2:9][OH:10])[C@@H:6]([OH:7])[CH2:4]1 |f:2.3,4.5|. Procedure: The H2O2-UV irradiated slides or slides produced with cells grown in presence of either Cd+Cr+H2O2 or 5-azacytidine, or sodium butyrate are incubated overnight at 4° C. in the presence of 30 μl of an anti-8-oxo-dG mouse monoclonal antibody (Gentaur) diluted 1/100 in 10 mM Tris-HCl, pH 7.5, 10% Foetal Bovine Serum. The slides are washed once in PBS and then incubated for 40 minutes in the presence of a goat anti-mouse IgG1 antibody (southern Biotechnology Associates, Inc) diluted at a concentrati... The yield is 47.0%. Reactants: C(#N)C=1C=C(CN(C(C=C2OC(OC2=O)(C)C)=O)OC)C=CC1F (N-(3-Cyano-4-fluorobenzyl)-2-(2,2-dimethyl-5-oxo-[1,3]-dioxolan-4-ylidene)-N-methoxy-acetamide). Reported procedure: N-(3-Cyano-4-fluorobenzyl)-2-(2,2-dimethyl-5-oxo-[1,3]-dioxolan-4-ylidene)-N-methoxy-acetamide was treated with methanol as described in the preparation of Compound 44-D and gave the title ester as white crystals (47% yield); mp 125–126° C. 1HNMR 400 MHz (CDCl3) δ (ppm): 3.75 (3H, s, OCH3), 3.90 (3H, s, OCH3), 4.81 (2H, s, NCH2), 6.44 (1H, s, CH), 7.18 (1H, m, aromatic), 7.56–7.61 (2H, m, aromatics). Anal. calcd for C14H13FN2O5: C, 54.54; H, 4.25; N, 9.08. Found: C, 54.76; H, 4.29; N, 9.04. Product: COC(C(=CC(N(OC)CC1=CC(=C(C=C1)F)C#N)=O)O)=O (3-[(3-Cyano-4-fluoro-benzyl)-methoxy-carbamoyl]-2-hydroxy-acrylic acid methyl ester). Reaction SMILES: [C:1]([C:3]1[CH:4]=[C:5]([CH:21]=[CH:22][C:23]=1[F:24])[CH2:6][N:7]([O:19][CH3:20])[C:8](=[O:18])[CH:9]=[C:10]1[C:14](=[O:15])[O:13][C:12](C)(C)[O:11]1)#[N:2]>CO>[CH3:12][O:13][C:14](=[O:15])[C:10]([OH:11])=[CH:9][C:8](=[O:18])[N:7]([CH2:6][C:5]1[CH:21]=[CH:22][C:23]([F:24])=[C:3]([C:1]#[N:2])[CH:4]=1)[O:19][CH3:20]. Solvent: CO (methanol).